Dataset: the Open Reaction Database (ORD), a public repository of structured organic reaction records. Task: describe an organic reaction: reactants, conditions, products, and yield Reactants: C(C1=CC=CC=C1)OC[C@H]1C[C@@H]2[C@@](NOC2)(CO1)C1=C(C=C(C=C1)F)F ((3aR,5R,7aS)-5-[(benzyloxy)methy]-7a-(2,4-difluorophenyl)hexahydro-1H-pyrano[3,4-c][1,2]oxazole). Reagents/catalysts: [Zn] (zinc). Solvent: C(C)(=O)O (acetic acid). Run at temperature 40 celsius, time 16 hour. Yields the product N[C@@]1([C@@H](C[C@@H](OC1)COCC1=CC=CC=C1)CO)C1=C(C=C(C=C1)F)F ([(2R,4R,55)-5-amino-2-[(benzyloxy)methyl]-5-(2,4-difluorophenyl)tetrahydro-2H-pyran-4-yl]methanol). Reaction SMILES: [CH2:1]([O:8][CH2:9][C@@H:10]1[O:18][CH2:17][C@:13]2([C:19]3[CH:24]=[CH:23][C:22]([F:25])=[CH:21][C:20]=3[F:26])[NH:14][O:15][CH2:16][C@@H:12]2[CH2:11]1)[C:2]1[CH:7]=[CH:6][CH:5]=[CH:4][CH:3]=1>C(O)(=O)C.[Zn]>[NH2:14][C@@:13]1([C:19]2[CH:24]=[CH:23][C:22]([F:25])=[CH:21][C:20]=2[F:26])[CH2:17][O:18][C@@H:10]([CH2:9][O:8][CH2:1][C:2]2[CH:3]=[CH:4][CH:5]=[CH:6][CH:7]=2)[CH2:11][C@H:12]1[CH2:16][OH:15]. Reported procedure: Compound C5 (48.1 g, 133 mmol) was dissolved in acetic acid (444 mL) and treated with zinc powder (113 g, 1.73 mol). The reaction mixture, which had warmed to 40° C., was allowed to cool to room temperature and stir for 16 hours. Insoluble material was removed via filtration through a pad of diatomaceous earth, and the pad was washed with ethyl acetate (3×500 mL). The combined filtrates were neutralized with saturated aqueous sodium bicarbonate solution (2.5 L), and the aqueous layer was extract... The reactants are [BH4-], CO, [Na+], O, O=Cc1cc2ccccc2o1. Yields the product OCc1cc2ccccc2o1. RXN SMILES: [BH4-:12].[CH3:15][OH:16].[Na+:13].[OH2:14].[o:1]1[c:2]([CH:10]=[O:11])[cH:3][c:4]2[c:5]1[cH:6][cH:7][cH:8][cH:9]2>>[o:1]1[c:2]([CH2:10][OH:11])[cH:3][c:4]2[c:5]1[cH:6][cH:7][cH:8][cH:9]2. As a reaction SMILES: [H-].[Na+].[CH2:3]([OH:10])[C:4]1[CH:9]=[CH:8][CH:7]=[CH:6][CH:5]=1.[Cl:11][C:12]1[CH:17]=[C:16](Cl)[N:15]=[CH:14][N:13]=1.[Cl-].[NH4+]>O1CCCC1>[Cl:11][C:12]1[CH:17]=[C:16]([O:10][CH2:3][C:4]2[CH:9]=[CH:8][CH:7]=[CH:6][CH:5]=2)[N:15]=[CH:14][N:13]=1 |f:0.1,4.5|. Run in O1CCCC1 (tetrahydrofuran), O1CCCC1 (tetrahydrofuran), O1CCCC1 (tetrahydrofuran). Yields the product ClC1=NC=NC(=C1)OCC1=CC=CC=C1 (4-chloro-6-benzyloxypyrimidine). The reactants are C(C1=CC=CC=C1)O (benzyl alcohol), [H-].[Na+] (sodium hydride), [Cl-].[NH4+] (ammonium chloride), ClC1=NC=NC(=C1)Cl (4,6-dichloropyrimidine). The yield is 96.8%. Procedure details: In 3 ml of tetrahydrofuran was suspended 0.12 g of sodium hydride (60% in oil), to which 0.5 ml of a tetrahydrofuran solution containing 0.22 g of benzyl alcohol was slowly added dropwise with stirring at room temperature. The mixture was stirred at room temperature for 20 minutes and then cooled to 0° C., to which 0.5 ml of a tetrahydrofuran solution containing 0.3 g of 4,6-dichloropyrimidine was slowly added dropwise, followed by stirring at 0° C. for 1.5 hours and then further stirring at roo... Starting materials: C=CC=C (butadiene), ion-exchanged, O=O (oxygen), C(C)(C)(C)C=1C=C(C(O)=CC1)O (p-tert-butyl catechol). Solvent: O (water), O (water). Run at time 20 hour. Product: C=CC1=CC=CC=C1.C=CC=C (Styrene/Butadiene). Reaction SMILES: O=O.[C:3]([C:7]1[CH:8]=[C:9](O)[C:10](=[CH:12][CH:13]=1)O)(C)(C)[CH3:4].[CH2:15]=[CH:16][CH:17]=[CH2:18]>O>[CH2:4]=[CH:3][C:7]1[CH:8]=[CH:9][CH:10]=[CH:12][CH:13]=1.[CH2:15]=[CH:16][CH:17]=[CH2:18] |f:4.5|. Procedure details: A pressure-resistant glass bottle, specifically an empty bottle for carbonated drink was used as a reactor; 60 g of ion-exchanged water was charged in this glass bottle; and dissolved oxygen was removed with a nitrogen gas. This glass bottle was cooled in an iced water bath; the emulsifier that is the invention product or comparative product and polyfunctional monomers shown in Table 4 were added; 0.12 g of a naphthalenesulfonic acid formalin condensate, 0.12 g of sodium carbonate, and 0.12 g of...